From a dataset of the Open Reaction Database (ORD), a public repository of structured organic reaction records. describe an organic reaction: reactants, conditions, products, and yield Starting materials: CCOC(=O)C(=O)N(CCCCCC#Cc1cncs1)C(C)(C)C, Cl, [K+], C1COCCO1, [OH-], O. Yields the product CC(C)(C)N(CCCCCC#Cc1cncs1)C(=O)C(=O)O. As a reaction SMILES: [C:1]([CH3:2])([CH3:3])([CH3:4])[N:5]([C:6]([C:7](=[O:8])[O:9][CH2:10][CH3:11])=[O:12])[CH2:13][CH2:14][CH2:15][CH2:16][CH2:17][C:18]#[C:19][c:20]1[cH:21][n:22][cH:23][s:24]1.[ClH:27].[K+:26].[O:28]1[CH2:29][CH2:30][O:31][CH2:32][CH2:33]1.[OH-:25].[OH2:34]>>[C:1]([CH3:2])([CH3:3])([CH3:4])[N:5]([C:6]([C:7](=[O:8])[OH:9])=[O:12])[CH2:13][CH2:14][CH2:15][CH2:16][CH2:17][C:18]#[C:19][c:20]1[cH:21][n:22][cH:23][s:24]1. Starting materials: O=C1NC2=C(CCN1C1CCN(CC1)C(=O)O[C@H](CC1=CC(=CC(=C1)Br)Br)C(=O)O)C=CC=C2 ((R)-1-carboxy-2-(3,5-dibromo-phenyl)-ethyl 4-(2-oxo-1,2,4,5-tetrahydro-1,3-benzodiazepin-3-yl)-piperidine-1-carboxylate), CN(C)C(=[N+](C)C)ON1C2=C(C=CC=C2)N=N1.[B-](F)(F)(F)F (TBTU), C(C)N(C(C)C)C(C)C (ethyldiisopropylamine), C=1C=CC2=C(C1)N=NN2O (HOBt), CN(C1CCNCC1)C (4-dimethylamino-piperidine). Solvent: CN(C)C=O (DMF), O (water). Run at time 16 hour. Yields the product O=C1NC2=C(CCN1C1CCN(CC1)C(=O)O[C@@H](C(=O)N1CCC(CC1)N(C)C)CC1=CC(=CC(=C1)Br)Br)C=CC=C2 ((R)-1-(3,5-dibromo-benzyl)-2-(4-dimethylamino-piperidin-1-yl)-2-oxo-ethyl 4-(2-oxo-1,2,4,5-tetrahydro-1,3-benzodiazepin-3-yl)-piperidine-1-carboxylate). RXN SMILES: [O:1]=[C:2]1[N:8]([CH:9]2[CH2:14][CH2:13][N:12]([C:15]([O:17][C@@H:18]([C:28](O)=[O:29])[CH2:19][C:20]3[CH:25]=[C:24]([Br:26])[CH:23]=[C:22]([Br:27])[CH:21]=3)=[O:16])[CH2:11][CH2:10]2)[CH2:7][CH2:6][C:5]2[CH:31]=[CH:32][CH:33]=[CH:34][C:4]=2[NH:3]1.CN(C(ON1N=NC2C=CC=CC1=2)=[N+](C)C)C.[B-](F)(F)(F)F.C(N(C(C)C)C(C)C)C.C1C=CC2N(O)N=NC=2C=1.[CH3:76][N:77]([CH3:84])[CH:78]1[CH2:83][CH2:82][NH:81][CH2:80][CH2:79]1>CN(C=O)C.O>[O:1]=[C:2]1[N:8]([CH:9]2[CH2:14][CH2:13][N:12]([C:15]([O:17][C@H:18]([CH2:19][C:20]3[CH:25]=[C:24]([Br:26])[CH:23]=[C:22]([Br:27])[CH:21]=3)[C:28]([N:81]3[CH2:82][CH2:83][CH:78]([N:77]([CH3:84])[CH3:76])[CH2:79][CH2:80]3)=[O:29])=[O:16])[CH2:11][CH2:10]2)[CH2:7][CH2:6][C:5]2[CH:31]=[CH:32][CH:33]=[CH:34][C:4]=2[NH:3]1 |f:1.2|. Reported procedure: A solution of 150 mg (0.25 mmol) of (R)-1-carboxy-2-(3,5-dibromo-phenyl)-ethyl 4-(2-oxo-1,2,4,5-tetrahydro-1,3-benzodiazepin-3-yl)-piperidine-1-carboxylate, 90 mg (0.28 mmol) TBTU, 95 μL (0.55 mmol) ethyldiisopropylamine and 38 mg (0.28 mmol) HOBt in 6 mL DMF was stirred for 90 min at RT. Then 42 mg (0.33 mmol) 4-dimethylamino-piperidine were added and the reaction mixture was stirred for 16 h at RT. The reaction solution was combined with water, the organic phase was evaporated down and the res...